From a dataset of the Open Reaction Database (ORD), a public repository of structured organic reaction records. describe an organic reaction: reactants, conditions, products, and yield The reactants are C(CCC)C=1N(C(NN1)=O)CC1=CC=C(C=C1)C1=C(C=CC=C1)C1=NN=NN1C(C1=CC=CC=C1)(C1=CC=CC=C1)C1=CC=CC=C1 (5-n-Butyl-2,4-dihydro-4-[[2'-(N-trityltetrazol-5-yl)biphenyl-4-yl]methyl]-3H-1,2,4-triazol-3-one), BrC(C(=O)OC)C(C)C (methyl 2-bromo-3-methylbutyrate). Yields the product C(CCC)C=1N(C(N(N1)C(C(C)C)C(=O)OC)=O)CC1=CC=C(C=C1)C1=C(C=CC=C1)C1=NN=NN1C(C1=CC=CC=C1)(C1=CC=CC=C1)C1=CC=CC=C1 (5-n-Butyl-2-[1-(carbomethoxy)isobutyl]-2,4-dihydro-4-[[2'-(N-trityltetrazol-5-yl)biphenyl-4-yl]methyl]-3H-1,2,4-triazol-3-one). The yield is 56.0%. Reaction SMILES: [CH2:1]([C:5]1[N:6]([CH2:11][C:12]2[CH:17]=[CH:16][C:15]([C:18]3[CH:23]=[CH:22][CH:21]=[CH:20][C:19]=3[C:24]3[N:28]([C:29]([C:42]4[CH:47]=[CH:46][CH:45]=[CH:44][CH:43]=4)([C:36]4[CH:41]=[CH:40][CH:39]=[CH:38][CH:37]=4)[C:30]4[CH:35]=[CH:34][CH:33]=[CH:32][CH:31]=4)[N:27]=[N:26][N:25]=3)=[CH:14][CH:13]=2)[C:7](=[O:10])[NH:8][N:9]=1)[CH2:2][CH2:3][CH3:4].Br[CH:49]([CH:54]([CH3:56])[CH3:55])[C:50]([O:52][CH3:53])=[O:51]>>[CH2:1]([C:5]1[N:6]([CH2:11][C:12]2[CH:13]=[CH:14][C:15]([C:18]3[CH:23]=[CH:22][CH:21]=[CH:20][C:19]=3[C:24]3[N:28]([C:29]([C:36]4[CH:37]=[CH:38][CH:39]=[CH:40][CH:41]=4)([C:30]4[CH:31]=[CH:32][CH:33]=[CH:34][CH:35]=4)[C:42]4[CH:47]=[CH:46][CH:45]=[CH:44][CH:43]=4)[N:27]=[N:26][N:25]=3)=[CH:16][CH:17]=2)[C:7](=[O:10])[N:8]([CH:49]([C:50]([O:52][CH3:53])=[O:51])[CH:54]([CH3:56])[CH3:55])[N:9]=1)[CH2:2][CH2:3][CH3:4]. Reported procedure: The alkylation of 5-n-butyl-2,4-dihydro-4-[[2'-(N-trityltetrazol-5-yl)biphenyl-4-yl]methyl]-3H-1,2,4-triazol-3-one (from Example 2, Step D) with methyl 2-bromo-3-methylbutyrate was carried out as described in Example 3, Step A, except that only 5 equivalents of the alkylating agent was used. After work-up, the residue was flash chromatographed over silica gel (50 mL for 0.324 mmole, eluted using 0.5% MeOH/CH2Cl2) to give the desired material as a white foam in 56% yield, homogeneous by TLC in 5%... Reactants: FC(S(=O)(=O)O)(F)F (trifluoromethane sulphonic acid), N1=CC=C(C=C1)CCC1=CNC2=CC=CC=C12 (3-(2-pyridin-4-ylethyl)-1H-indole), C(CCC)C1(CCC(CC1)=O)N1CCCC1 (4-butyl-4-(pyrrolidin-1-yl)cyclohexanone). Run in ClCCl (dichloromethane). Run at time 64 hour. Yields the product C(CCC)C1(CCC(CC1)(C=1NC2=CC=CC=C2C1CCC1=CC=NC=C1)C=1NC2=CC=CC=C2C1CCC1=CC=NC=C1)N1CCCC1 (2,2′-(4-butyl-4-(pyrrolidin-1-yl)cyclohexan-1,1-diyl)bis(3-(2-(pyridin-4-yl)ethyl)-1H-indole)). As a reaction SMILES: [N:1]1[CH:6]=[CH:5][C:4]([CH2:7][CH2:8][C:9]2[C:17]3[C:12](=[CH:13][CH:14]=[CH:15][CH:16]=3)[NH:11][CH:10]=2)=[CH:3][CH:2]=1.[CH2:18]([C:22]1([N:29]2[CH2:33][CH2:32][CH2:31][CH2:30]2)[CH2:27][CH2:26][C:25](=O)[CH2:24][CH2:23]1)[CH2:19][CH2:20][CH3:21].FC(F)(F)S(O)(=O)=O>ClCCl>[CH2:18]([C:22]1([N:29]2[CH2:33][CH2:32][CH2:31][CH2:30]2)[CH2:27][CH2:26][C:25]([C:10]2[NH:11][C:12]3[C:17]([C:9]=2[CH2:8][CH2:7][C:4]2[CH:3]=[CH:2][N:1]=[CH:6][CH:5]=2)=[CH:16][CH:15]=[CH:14][CH:13]=3)([C:10]2[NH:11][C:12]3[C:17]([C:9]=2[CH2:8][CH2:7][C:4]2[CH:5]=[CH:6][N:1]=[CH:2][CH:3]=2)=[CH:16][CH:15]=[CH:14][CH:13]=3)[CH2:24][CH2:23]1)[CH2:19][CH2:20][CH3:21]. Procedure: 3-(2-pyridin-4-ylethyl)-1H-indole (667 mg, 3 mmol, synthesis cf. WO2008009415, indole unit Ind-14) together with 4-butyl-4-(pyrrolidin-1-yl)cyclohexanone (671 mg, 3 mmol, synthesis cf. WO2008009415, ketone unit Ket-14) was dissolved in abs. dichloromethane (45 ml) and mixed with trifluoromethane sulphonic acid (0.613 ml, 6.9 mmol). The batch was stirred for 64 h at RT, and a brown oil separated out. For work up the reaction solution was mixed with 1N NaOH (30 ml) and methanol (10 ml). The mixtur... The reactants are C[O-].[Na+] (sodium methoxide), FC(C=1C=C(C=CC1)CC#N)(F)F (3-(trifluoromethyl)benzeneacetonitrile), C1(=CC=CC=C1)C (toluene), C1(=CC=CC=C1)C (toluene), C(=O)OCC (ethyl formate). Solvent: O (water). Run at time 2 hour. Product: C(=O)C(C#N)C1=CC(=CC=C1)C(F)(F)F (α-Formyl-3-(trifluoromethyl)benzeneacetonitrile). RXN SMILES: C[O-].[Na+].C1(C)C=CC=CC=1.[CH:11](OCC)=[O:12].[F:16][C:17]([F:28])([F:27])[C:18]1[CH:19]=[C:20]([CH2:24][C:25]#[N:26])[CH:21]=[CH:22][CH:23]=1>O>[CH:11]([CH:24]([C:20]1[CH:21]=[CH:22][CH:23]=[C:18]([C:17]([F:27])([F:28])[F:16])[CH:19]=1)[C:25]#[N:26])=[O:12] |f:0.1|. Reported procedure: To a slurry of 30.0 g. of sodium methoxide in 1200 ml. of toluene and 43.4 g. of ethyl formate is added dropwise with stirring 98.75 g. of 3-(trifluoromethyl)benzeneacetonitrile in 75 ml. of toluene over a 10 minute period. The temperature of the mixture rises to 35° C. and the mixture thickens. Stirring is continued for 2 hours and then one liter of water is added. The aqueous layer is acidified and a precipitate is formed by scratching to give 85.0 g. of the product of the Example as a white s... Reactants: COC1=CC=C2C=CC(=NC2=N1)N1C(C2=CC=CC=C2C1=O)OCC(=O)O ([2-(7-methoxy-1,8-naphthyridin-2-yl)-3-oxo-1-isoindolinyloxy]acetic acid), N,N'-carbonyldiimidazole, COCCN (2-methoxyethylamine). The solvent is CN(C=O)C (dimethylformamide). Product: COC1=CC=C2C=CC(=NC2=N1)N1C(C2=CC=CC=C2C1=O)OCC(=O)NCCOC ([2-(7-methoxy-1,8-naphthyridin-2-yl)-3-oxo-1isoindolinyloxy]-N-(2-methoxyethyl)acetamide). Isolated yield 82.1%. Reaction SMILES: [CH3:1][O:2][C:3]1[N:12]=[C:11]2[C:6]([CH:7]=[CH:8][C:9]([N:13]3[C:21](=[O:22])[C:20]4[C:15](=[CH:16][CH:17]=[CH:18][CH:19]=4)[CH:14]3[O:23][CH2:24][C:25](O)=[O:26])=[N:10]2)=[CH:5][CH:4]=1.[CH3:28][O:29][CH2:30][CH2:31][NH2:32]>CN(C)C=O>[CH3:1][O:2][C:3]1[N:12]=[C:11]2[C:6]([CH:7]=[CH:8][C:9]([N:13]3[C:21](=[O:22])[C:20]4[C:15](=[CH:16][CH:17]=[CH:18][CH:19]=4)[CH:14]3[O:23][CH2:24][C:25]([NH:32][CH2:31][CH2:30][O:29][CH3:28])=[O:26])=[N:10]2)=[CH:5][CH:4]=1. Reported procedure: The procedure is as in Example 44, but starting with [2-(7-methoxy-1,8-naphthyridin-2-yl)-3-oxo-1-isoindolinyloxy]acetic acid (3.5 g) in anhydrous dimethylformamide (80 cc), N,N'-carbonyldiimidazole (1.6 g) and 2-methoxyethylamine (0.65 g). After recrystallization in ethanol, [2-(7-methoxy-1,8-naphthyridin-2-yl)-3-oxo-1isoindolinyloxy]-N-(2-methoxyethyl)acetamide (3 g), m.p. 172° C., is obtained.